From a dataset of the Open Reaction Database (ORD), a public repository of structured organic reaction records. describe an organic reaction: reactants, conditions, products, and yield Starting materials: CC1(C)C(=O)N(Br)C(=O)N1Br, CCOc1ncccc1C(F)(F)F, CCOC(C)=O, CCCCCC, O=C(O)C(F)(F)F. Yields the product CCOc1ncc(Br)cc1C(F)(F)F. Reaction SMILES: [Br:14][N:15]1[C:16]([CH3:17])([CH3:18])[C:19](=[O:20])[N:21]([Br:22])[C:23]1=[O:24].[CH2:1]([CH3:2])[O:3][c:4]1[n:5][cH:6][cH:7][cH:8][c:9]1[C:10]([F:11])([F:12])[F:13].[CH3:25][CH2:26][O:27][C:28]([CH3:29])=[O:30].[CH3:31][CH2:32][CH2:33][CH2:34][CH2:35][CH3:36].[F:37][C:38]([F:39])([F:40])[C:41]([OH:42])=[O:43]>>[CH2:1]([CH3:2])[O:3][c:4]1[n:5][cH:6][c:7]([Br:14])[cH:8][c:9]1[C:10]([F:11])([F:12])[F:13]. The reactants are CC(C)(C)OC(=O)C1CCC(NC(=O)CNC(=O)c2ccc(OCc3ccccc3)c(C(C)(C)C)c2)C(C(=O)O)C1, CO, [H][H]. The product is CC(C)(C)OC(=O)C1CCC(NC(=O)CNC(=O)c2ccc(O)c(C(C)(C)C)c2)C(C(=O)O)C1. Reaction SMILES: [CH2:1]([c:2]1[cH:3][cH:4][cH:5][cH:6][cH:7]1)[O:8][c:9]1[c:10]([C:38]([CH3:39])([CH3:40])[CH3:41])[cH:11][c:12]([C:13](=[O:14])[NH:15][CH2:16][C:17](=[O:18])[NH:19][CH:20]2[CH:21]([C:33](=[O:34])[OH:35])[CH2:22][CH:23]([C:26](=[O:27])[O:28][C:29]([CH3:30])([CH3:31])[CH3:32])[CH2:24][CH2:25]2)[cH:36][cH:37]1.[CH3:44][OH:45].[H:42][H:43]>>[OH:8][c:9]1[c:10]([C:38]([CH3:39])([CH3:40])[CH3:41])[cH:11][c:12]([C:13](=[O:14])[NH:15][CH2:16][C:17](=[O:18])[NH:19][CH:20]2[CH:21]([C:33](=[O:34])[OH:35])[CH2:22][CH:23]([C:26](=[O:27])[O:28][C:29]([CH3:30])([CH3:31])[CH3:32])[CH2:24][CH2:25]2)[cH:36][cH:37]1. Reported procedure: Allyl 3-hydroxyphenylacetate (5.72 g, 32.9 mmol), potassium carbonate (6.82 g, 49.35 mmol), and ethyl 2-bromoisobutyrate (7.35 mL, 49.35 mmol) were dissolved in dimethylformamide (10 mL), and the mixture was stirred for 60 hours at 80° C. The reaction mixture was added to water, and the resultant mixture was extracted with diethyl ether, followed by washing sequentially with water and saturated brine, drying over magnesium sulfate, concentration under reduced pressure, and purification by silica... Reactants: O (water), OC=1C=C(C=CC1)CC(=O)OCC=C (Allyl 3-hydroxyphenylacetate), C([O-])([O-])=O.[K+].[K+] (potassium carbonate), BrC(C(=O)OCC)(C)C (ethyl 2-bromoisobutyrate). Reaction conditions: temperature 80 celsius, time 60 hour. Reaction SMILES: [OH:1][C:2]1[CH:3]=[C:4]([CH2:8][C:9]([O:11][CH2:12][CH:13]=[CH2:14])=[O:10])[CH:5]=[CH:6][CH:7]=1.C(=O)([O-])[O-].[K+].[K+].Br[C:22]([CH3:29])([CH3:28])[C:23]([O:25][CH2:26][CH3:27])=[O:24].O>CN(C)C=O>[CH2:12]([O:11][C:9]([CH2:8][C:4]1[CH:3]=[C:2]([CH:7]=[CH:6][CH:5]=1)[O:1][C:22]([CH3:29])([CH3:28])[C:23]([O:25][CH2:26][CH3:27])=[O:24])=[O:10])[CH:13]=[CH2:14] |f:1.2.3|. Run in CN(C=O)C (dimethylformamide). The product is C(C=C)OC(=O)CC=1C=C(OC(C(=O)OCC)(C)C)C=CC1 (Ethyl 2-[3-(Allyloxycarbonylmethyl)phenoxy]-2-methylpropionate). Starting materials: O1CCCC1 (tetrahydrofuran), C(CCC)[Sn](C1=CC(=NO1)CC1=CC=C(COC2=NC=CC=C2)C=C1)(CCCC)CCCC (2-(4-(5-tributylstannyl-isoxazol-3-ylmethyl)-benzyloxy)-pyridine), II (iodine), S(=S)(=O)([O-])[O-].[Na+].[Na+] (sodium thiosulfate). The solvent is C(C)(=O)OCC (ethyl acetate). Reaction conditions: time 20 minute. Yields the product IC1=CC(=NO1)CC1=CC=C(COC2=NC=CC=C2)C=C1 (2-(4(5-Iodo-isoxazol-3-ylmethyl)-benzyloxy)-pyridine). Isolated yield 66.6%. As a reaction SMILES: O1CCCC1.C([Sn](CCCC)(CCCC)[C:11]1[O:15][N:14]=[C:13]([CH2:16][C:17]2[CH:30]=[CH:29][C:20]([CH2:21][O:22][C:23]3[CH:28]=[CH:27][CH:26]=[CH:25][N:24]=3)=[CH:19][CH:18]=2)[CH:12]=1)CCC.[I:39]I.S([O-])([O-])(=O)=S.[Na+].[Na+]>C(OCC)(=O)C>[I:39][C:11]1[O:15][N:14]=[C:13]([CH2:16][C:17]2[CH:30]=[CH:29][C:20]([CH2:21][O:22][C:23]3[CH:28]=[CH:27][CH:26]=[CH:25][N:24]=3)=[CH:19][CH:18]=2)[CH:12]=1 |f:3.4.5|. Reported procedure: To a tetrahydrofuran solution (15 mL) of 2-(4-(5-tributylstannyl-isoxazol-3-ylmethyl)-benzyloxy)-pyridine (5.1 g) described in Manufacturing Example 2-8-1 was added iodine (2.5 g) at 0° C. This mixture was stirred at that temperature for 20 minutes. To the mixture were then added 10% sodium thiosulfate aqueous solution and ethyl acetate. The organic layer was isolated, washed with saturated aqueous sodium chloride, dried over anhydrous magnesium sulfate, and then filtered. The filtrate was conce... Starting materials: N (ammonia), [Si](C)(C)(C(C)(C)C)OCCC=1C(=C(CN2CCC3(CN(CCO3)C(C(F)(F)F)=O)CC2)C=CC1)F (1-(9-(3-(2-(tert-Butyldimethylsilyloxy)ethyl)-2-fluorobenzyl)-1-oxa-4,9-diazaspiro[5.5]undecan-4-yl)-2,2,2-trifluoroethanone). Run in CO (MeOH). Run at time 1 hour. Product: [Si](C)(C)(C(C)(C)C)OCCC=1C(=C(CN2CCC3(CNCCO3)CC2)C=CC1)F (9-(3-(2-(tert-Butyldimethylsilyloxy)ethyl)-2-fluorobenzyl)-1-oxa-4,9-diazaspiro[5.5]undecane). As a reaction SMILES: N.[Si:2]([O:9][CH2:10][CH2:11][C:12]1[C:13]([F:36])=[C:14]([CH:33]=[CH:34][CH:35]=1)[CH2:15][N:16]1[CH2:32][CH2:31][C:19]2([O:24][CH2:23][CH2:22][N:21](C(=O)C(F)(F)F)[CH2:20]2)[CH2:18][CH2:17]1)([C:5]([CH3:8])([CH3:7])[CH3:6])([CH3:4])[CH3:3]>CO>[Si:2]([O:9][CH2:10][CH2:11][C:12]1[C:13]([F:36])=[C:14]([CH:33]=[CH:34][CH:35]=1)[CH2:15][N:16]1[CH2:17][CH2:18][C:19]2([O:24][CH2:23][CH2:22][NH:21][CH2:20]2)[CH2:31][CH2:32]1)([C:5]([CH3:8])([CH3:6])[CH3:7])([CH3:4])[CH3:3]. Procedure: ‘880’ Aqueous ammonia (3.0 mL) was added to stirred solution of 1-(9-(3-(2-(tert-butyldimethylsilyloxy)ethyl)-2-fluorobenzyl)-1-oxa-4,9-diazaspiro[5.5]undecan-4-yl)-2,2,2-trifluoroethanone (example 78, step c) (2.5 g) in MeOH (10 mL). After 1 h, the reaction mixture was evaporated to dryness. Acetonitrile was added, the solution was evaporated to dryness in vacuo, and the process repeated three times to give the subtitled compound as an oil. Yield 2.07 g. Used directly. Reactants: C(C1=CC=CC=C1)OC1=CC=C(C=O)C=C1 (4benzyloxybenzaldehyde), C1(CCCCCCC1)NO (N-cyclooctylhydroxylamine), Cl (HCl), O (water). Solvent: CO (methanol). Yields the product C(C1=CC=CC=C1)OC1=CC=C(C=C1)C=[N+]([O-])C1CCCCCCC1 (α-(4-Benzyloxyphenyl)-N-cyclooctylnitrone). The yield is 47.1%. As a reaction SMILES: [CH2:1]([O:8][C:9]1[CH:16]=[CH:15][C:12]([CH:13]=O)=[CH:11][CH:10]=1)[C:2]1[CH:7]=[CH:6][CH:5]=[CH:4][CH:3]=1.[CH:17]1([NH:25][OH:26])[CH2:24][CH2:23][CH2:22][CH2:21][CH2:20][CH2:19][CH2:18]1.Cl.O>CO>[CH2:1]([O:8][C:9]1[CH:16]=[CH:15][C:12]([CH:13]=[N+:25]([CH:17]2[CH2:24][CH2:23][CH2:22][CH2:21][CH2:20][CH2:19][CH2:18]2)[O-:26])=[CH:11][CH:10]=1)[C:2]1[CH:7]=[CH:6][CH:5]=[CH:4][CH:3]=1. Reported procedure: A solution of 4benzyloxybenzaldehyde (12.7 g, 0.060 mol), N-cyclooctylhydroxylamine (10.0 g, 0.070 mol) and a catalytic amount of HCl in methanol (300 mL) was refluxed for 56 hours with molecular sieves in a soxhlet for water removal. The reaction mixture was concentrated and dry flash columned on silica with hexanes/ethyl acetate to give the title compound as a pale yellow powder, (9.53 g, 47.0% yield), m.p. 107.5° C. (Rf =0.46 on a silica gel plate using hexanes:EtOAc, 1:1, v:v, as an eluant)....